From a dataset of the Open Reaction Database (ORD), a public repository of structured organic reaction records. describe an organic reaction: reactants, conditions, products, and yield Reaction SMILES: [Br:16][c:17]1[s:18][c:19]([N+:22](=[O:23])[O-:24])[cH:20][n:21]1.[CH3:1][O:2][c:3]1[cH:4][c:5]2[c:6](=[S:15])[cH:7][cH:8][nH:9][c:10]2[cH:11][c:12]1[O:13][CH3:14].[CH3:25][CH2:26][O:27][C:28](=[O:29])[CH3:30].[CH3:33][N:34]([CH3:35])[CH:36]=[O:37].[Na+:32].[OH-:31]>>[CH3:1][O:2][c:3]1[cH:4][c:5]2[c:6]([S:15][c:17]3[s:18][c:19]([N+:22](=[O:23])[O-:24])[cH:20][n:21]3)[cH:7][cH:8][n:9][c:10]2[cH:11][c:12]1[O:13][CH3:14]. The product is COc1cc2nccc(Sc3ncc([N+](=O)[O-])s3)c2cc1OC. Starting materials: O=[N+]([O-])c1cnc(Br)s1, COc1cc2[nH]ccc(=S)c2cc1OC, CCOC(C)=O, CN(C)C=O, [Na+], [OH-]. The reactants are C(CC)N1CCCC1 (N-propylpyrrolidine), C(C)OCCl (chloromethyl ethyl ether). Run in CC(=O)C (acetone), O (water). Run at temperature 5 celsius, time 5 hour. The product is [Cl-].C(C)OC[N+]1(CCCC1)CCC (N-Ethoxymethyl-N-Propylpyrrolidinium Chloride). RXN SMILES: [CH2:1]([N:4]1[CH2:8][CH2:7][CH2:6][CH2:5]1)[CH2:2][CH3:3].[CH2:9]([O:11][CH2:12][Cl:13])[CH3:10]>CC(C)=O.O>[Cl-:13].[CH2:9]([O:11][CH2:12][N+:4]1([CH2:1][CH2:2][CH3:3])[CH2:8][CH2:7][CH2:6][CH2:5]1)[CH3:10] |f:4.5|. Procedure: A 36.22 g quantity of N-propylpyrrolidine was dissolved in 200 g of dehydrated acetone (up to 0.1% in water content), followed by replacement with nitrogen. To the solution was added dropwise 30.25 g of chloromethyl ethyl ether (reagent, product of Tokyo Kasei Co., Ltd. as purified by distillation) at 5° C. over a period of 1 hour. The mixture was stirred at 5° C. for 5 hours, whereby the reaction was terminated. The reaction mixture was filtered, washed with 100 g of acetone and dried in a vacu... Reactants: [OH-].[Na+] (Sodium hydroxide), NC1=C(C(=O)O)C=C(C=C1)Cl (2-amino-5-chlorobenzoic acid), C(C)(=O)O (acetic acid), [O-]C#N.[K+] (potassium cyanate). The solvent is O (Water), O (water). Conditions: time 2 day. The product is ClC=1C=C2C(=NC(=NC2=CC1)O)O (6-chloroquinazoline-2,4-diol). The yield is 65.9%. Reaction SMILES: [NH2:1][C:2]1[CH:10]=[CH:9][C:8]([Cl:11])=[CH:7][C:3]=1[C:4](O)=[O:5].C(O)(=O)C.[O-:16][C:17]#[N:18].[K+].[OH-].[Na+]>O>[Cl:11][C:8]1[CH:7]=[C:3]2[C:2](=[CH:10][CH:9]=1)[N:1]=[C:17]([OH:16])[N:18]=[C:4]2[OH:5] |f:2.3,4.5|. Procedure: To a mixture of 2-amino-5-chlorobenzoic acid (25.3 g), acetic acid (9.0 mL), and water (650 mL) was added an aqueous solution (130 mL) of potassium cyanate (15.5 g), and the mixture was stirred at room temperature for 2 days. Sodium hydroxide (59 g) was added over 30 min. Water (100 mL) was added, and then the precipitated solids were collected by filtration. The resulting solids were suspended in water (700 mL), followed by addition of 4 M hydrochloric acid (55 mL), and then the precipitated so...